From a dataset of the Open Reaction Database (ORD), a public repository of structured organic reaction records. describe an organic reaction: reactants, conditions, products, and yield Yield: 59.3%. Procedure details: A mixture of 5-amino-3-(4-fluorophenyl)-4-(pyridin-4-yl)pyrazole (100 mg) and 1,1-dicyano-2-ethoxyethylene (49 mg) in acetic acid (2 ml) was refluxed for 1 hour. The reaction mixture was concentrated in vacuo and the residue was crystallized from ethanol to give 7-amino-6-cyano-2-(4-fluorophenyl)-3-(pyridin-4-yl)pyrazolo[1,5-a]pyrimidine (77 mg). The reactants are NC1=C(C(=NN1)C1=CC=C(C=C1)F)C1=CC=NC=C1 (5-amino-3-(4-fluorophenyl)-4-(pyridin-4-yl)pyrazole), C(#N)C(=COCC)C#N (1,1-dicyano-2-ethoxyethylene). The solvent is C(C)(=O)O (acetic acid). Product: NC1=C(C=NC=2N1N=C(C2C2=CC=NC=C2)C2=CC=C(C=C2)F)C#N (7-amino-6-cyano-2-(4-fluorophenyl)-3-(pyridin-4-yl)pyrazolo[1,5-a]pyrimidine). RXN SMILES: [NH2:1][C:2]1[NH:6][N:5]=[C:4]([C:7]2[CH:12]=[CH:11][C:10]([F:13])=[CH:9][CH:8]=2)[C:3]=1[C:14]1[CH:19]=[CH:18][N:17]=[CH:16][CH:15]=1.[C:20]([C:22]([C:27]#[N:28])=[CH:23]OCC)#[N:21]>C(O)(=O)C>[NH2:28][C:27]1[N:6]2[N:5]=[C:4]([C:7]3[CH:12]=[CH:11][C:10]([F:13])=[CH:9][CH:8]=3)[C:3]([C:14]3[CH:19]=[CH:18][N:17]=[CH:16][CH:15]=3)=[C:2]2[N:1]=[CH:23][C:22]=1[C:20]#[N:21]. Reactants: CN(C)C=O, CC(C)N1CCC(Oc2ccc3c(c2)cc(C(=O)O)n3CC(F)(F)F)CC1, CCN(C(C)C)C(C)C, [Cl-], [Li+], O=S1(=O)CCNCC1. The product is CC(C)N1CCC(Oc2ccc3c(c2)cc(C(=O)N2CCS(=O)(=O)CC2)n3CC(F)(F)F)CC1. Reaction SMILES: [CH3:47][N:48]([CH3:49])[CH:50]=[O:51].[CH:1]([CH3:2])([CH3:3])[N:4]1[CH2:5][CH2:6][CH:7]([O:10][c:11]2[cH:12][c:13]3[cH:14][c:15]([C:25](=[O:26])[OH:27])[n:16]([CH2:20][C:21]([F:22])([F:23])[F:24])[c:17]3[cH:18][cH:19]2)[CH2:8][CH2:9]1.[CH:38]([N:39]([CH:40]([CH3:41])[CH3:42])[CH2:43][CH3:44])([CH3:45])[CH3:46].[Cl-:29].[Li+:28].[S:30]1(=[O:36])(=[O:37])[CH2:31][CH2:32][NH:33][CH2:34][CH2:35]1>>[CH:1]([CH3:2])([CH3:3])[N:4]1[CH2:5][CH2:6][CH:7]([O:10][c:11]2[cH:12][c:13]3[cH:14][c:15]([C:25](=[O:27])[N:33]4[CH2:32][CH2:31][S:30](=[O:36])(=[O:37])[CH2:35][CH2:34]4)[n:16]([CH2:20][C:21]([F:22])([F:23])[F:24])[c:17]3[cH:18][cH:19]2)[CH2:8][CH2:9]1. Reactants: C(=O)(O)C=1C(NC=C(C1)C=1C(=NN2C1C=CC=C2)C2=CC=CC=C2)=O (3-(3-carboxy-2-oxo-1,2-dihydropyridin-5-yl)-2-phenylpyrazolo[1,5-a]pyridine), [OH-].[K+] (potassium hydroxide), CN(C=O)C (N,N-dimethylformamide), CI (methyl iodide). Run in O (water). Reaction conditions: time 3 hour. Yields the product CN1C(C(=CC(=C1)C=1C(=NN2C1C=CC=C2)C2=CC=CC=C2)C(=O)OC)=O (3-(1-methyl-3-methoxycarbonyl-2-oxo-1,2-dihydropyridin-5-yl)-2-phenylpyrazolo[1,5-a]pyridine). RXN SMILES: [C:1]([C:4]1C(=O)NC=[C:8]([C:10]2[C:11]([C:19]3[CH:24]=[CH:23][CH:22]=[CH:21][CH:20]=3)=[N:12][N:13]3[CH:18]=[CH:17][CH:16]=[CH:15][C:14]=23)[CH:9]=1)([OH:3])=[O:2].[OH-].[K+].[CH3:28]I.[CH3:30][N:31]([CH3:34])[CH:32]=[O:33]>O>[CH3:30][N:31]1[CH:34]=[C:8]([C:10]2[C:11]([C:19]3[CH:24]=[CH:23][CH:22]=[CH:21][CH:20]=3)=[N:12][N:13]3[CH:18]=[CH:17][CH:16]=[CH:15][C:14]=23)[CH:9]=[C:4]([C:1]([O:3][CH3:28])=[O:2])[C:32]1=[O:33] |f:1.2|. Procedure: To a mixture of 3-(3-carboxy-2-oxo-1,2-dihydropyridin-5-yl)-2-phenylpyrazolo[1,5-a]pyridine (0.92 g) and potassium hydroxide powder (0.54 g) in N,N-dimethylformamide (9 ml) was added 93% methyl iodide (0.64 ml) under ice-cooling (0°-5° C.). The mixture was stirred for 3 hours under ice-cooling, and then at room temperature for 1 hour and diluted with water. The resultant precipitates were filtered off and the filtrate was acidified with 5% hydrochloric acid and extracted with ethyl acetate (20 m... Starting materials: N(=O)OC(C)(C)C (t-Butyl nitrite), C[Si](C)(C)Cl (trimethylsilyl chloride), NC1=NN(C=C1C1C(C1)(Br)Br)C1=C(C=C(C=C1Cl)C(F)(F)F)Cl (3-Amino-4-(2,2-dibromocyclopropyl)-1-(2,6-dichloro-4-trifluoromethylphenyl)pyrazole). Run in ClCCl (dichloromethane), ClCCl (dichloromethane). Conditions: time 5 minute. Yields the product ClC1=NN(C=C1C1C(C1)(Br)Br)C1=C(C=C(C=C1Cl)C(F)(F)F)Cl (3-Chloro4-(2,2-dibromocyclopropyl)-1-(2,6-dichloro-4-trifluoromethylphenyl)pyrazole). RXN SMILES: N(OC(C)(C)C)=O.C[Si]([Cl:12])(C)C.N[C:14]1[C:18]([CH:19]2[CH2:21][C:20]2([Br:23])[Br:22])=[CH:17][N:16]([C:24]2[C:29]([Cl:30])=[CH:28][C:27]([C:31]([F:34])([F:33])[F:32])=[CH:26][C:25]=2[Cl:35])[N:15]=1>ClCCl>[Cl:12][C:14]1[C:18]([CH:19]2[CH2:21][C:20]2([Br:23])[Br:22])=[CH:17][N:16]([C:24]2[C:25]([Cl:35])=[CH:26][C:27]([C:31]([F:34])([F:33])[F:32])=[CH:28][C:29]=2[Cl:30])[N:15]=1. Procedure: t-Butyl nitrite (0.07 ml) was added dropwise to a stirred solution of trimethylsilyl chloride (0.08 ml) in anhydrous dichloromethane (2.5 ml) at about -5° C. After a further 5 minutes, a solution of the title compound of Example 8 (0.10 g) in anhydrous dichloromethane (4.5 ml) was added dropwise, whilst maintaining the reaction temperature below -5° C. Next, the reaction mixture was allowed to warm to room temperature, stirred for 45 minutes more and then evaporated under reduced pressure. The r... Reactants: O1CCN(CC1)C(C(=O)C1=C2CCC(NC2=C(C=C1)O)=O)CC (5-(2-morpholinobutyryl)-8-hydroxy-3,4-dihydrocarbostyril), Br (hydrobromide), [H][H] (hydrogen). The reagents and catalysts are [Pd] (palladium-on-carbon), [Pd] (palladium black). Solvent: O (water). Yields the product O1CCN(CC1)C(C(O)C1=C2CCC(NC2=C(C=C1)O)=O)CC (5-(2-morpholino-1-hydroxybutyl)-8-hydroxy-3,4-dihydrocarbostyril). Isolated yield 69.6%. As a reaction SMILES: [O:1]1[CH2:6][CH2:5][N:4]([CH:7]([CH2:22][CH3:23])[C:8]([C:10]2[CH:19]=[CH:18][C:17]([OH:20])=[C:16]3[C:11]=2[CH2:12][CH2:13][C:14](=[O:21])[NH:15]3)=[O:9])[CH2:3][CH2:2]1.Br.[H][H]>O.[Pd]>[O:1]1[CH2:6][CH2:5][N:4]([CH:7]([CH2:22][CH3:23])[CH:8]([C:10]2[CH:19]=[CH:18][C:17]([OH:20])=[C:16]3[C:11]=2[CH2:12][CH2:13][C:14](=[O:21])[NH:15]3)[OH:9])[CH2:3][CH2:2]1. Procedure: 1.0 g of 5-(2-morpholinobutyryl)-8-hydroxy-3,4-dihydrocarbostyril (IIb) hydrobromide was dissolved in 70 ml of water and 0.2 g of palladium-on-carbon and 0.3 g of palladium black were added to the solution followed by allowing the mixture to catalytically reduce under atmospheric pressure in a hydrogen atmosphere for 10 days at a temperature of 70° C while shaking. After completion of the reduction, the reaction mixture was filtered to remove the catalysts by filtration, and the filtrate was con... The reactants are OCC1=C(C=C(C=C1)[N+](=O)[O-])O (2-(hydroxymethyl)-5-nitrophenol). Reagents/catalysts: [O-2].[Mn+4].[O-2] (manganese (IV) oxide). Run in C(Cl)(Cl)Cl (chloroform). Product: OC1=C(C=O)C=CC(=C1)[N+](=O)[O-] (2-Hydroxy-4-nitrobenzaldehyde). As a reaction SMILES: [OH:1][CH2:2][C:3]1[CH:8]=[CH:7][C:6]([N+:9]([O-:11])=[O:10])=[CH:5][C:4]=1[OH:12]>C(Cl)(Cl)Cl.[O-2].[Mn+4].[O-2]>[OH:12][C:4]1[CH:5]=[C:6]([N+:9]([O-:11])=[O:10])[CH:7]=[CH:8][C:3]=1[CH:2]=[O:1] |f:2.3.4|. Reported procedure: 6.0 g (35.5 mmol) of 2-(hydroxymethyl)-5-nitrophenol and 3.1 g (35.5 mmol) of activated manganese (IV) oxide in 100 ml of chloroform are heated under reflux for 20 h. The mixture is filtered through kieselguhr, concentrated and dried under high vacuum. The title compound is directly reacted further.